From a dataset of the Open Reaction Database (ORD), a public repository of structured organic reaction records. describe an organic reaction: reactants, conditions, products, and yield The reactants are CCOC1=NS(=O)C(Cl)=C1Cl, C[O-], CO, [Na+]. The product is CCOC1=NS(=O)C(OC)=C1Cl. Reaction SMILES: [CH2:1]([CH3:2])[O:3][C:4]1=[N:5][S:6](=[O:11])[C:7]([Cl:10])=[C:8]1[Cl:9].[CH3:12][O-:13].[CH3:15][OH:16].[Na+:14]>>[CH2:1]([CH3:2])[O:3][C:4]1=[N:5][S:6](=[O:11])[C:7]([O:13][CH3:12])=[C:8]1[Cl:9].